From a dataset of the Open Reaction Database (ORD), a public repository of structured organic reaction records. describe an organic reaction: reactants, conditions, products, and yield The reactants are N1(CCCC1)CCN (2-Pyrrolidin-1-yl-ethylamine), C[Si](CCCOCC1OC1)(CC[Si](C)(C)C)C (2-{3-[Dimethyl-(2-trimethylsilanyl-ethyl)-silanyl]-propoxymethyl}-oxirane). Solvent: C(C)O (ethanol), C(C)O (ethanol), C(C)O (Ethanol). Run at temperature 70 celsius. Yields the product C[Si](CCCOCC(CNCCN1CCCC1)O)(CC[Si](C)(C)C)C (1-{3-[Dimethyl-(2-trimethylsilanyl-ethyl)-silanyl]-propoxy}-3-(2-pyrrolidin-1-yl-ethylamino)-propan-2-ol). RXN SMILES: [N:1]1([CH2:6][CH2:7][NH2:8])[CH2:5][CH2:4][CH2:3][CH2:2]1.[CH3:9][Si:10]([CH3:25])([CH2:19][CH2:20][Si:21]([CH3:24])([CH3:23])[CH3:22])[CH2:11][CH2:12][CH2:13][O:14][CH2:15][CH:16]1[CH2:18][O:17]1>C(O)C>[CH3:25][Si:10]([CH3:9])([CH2:19][CH2:20][Si:21]([CH3:22])([CH3:24])[CH3:23])[CH2:11][CH2:12][CH2:13][O:14][CH2:15][CH:16]([OH:17])[CH2:18][NH:8][CH2:7][CH2:6][N:1]1[CH2:5][CH2:4][CH2:3][CH2:2]1. Procedure details: 2-Pyrrolidin-1-yl-ethylamine (4.16 g; 36.4 mMol) and 40 mL of ethanol were charged to a 100 mL RB flask equipped with a magnetic stirrer. The mixture was stirred and heated to 70° C. 2-{3-[Dimethyl-(2-trimethylsilanyl-ethyl)-silanyl]-propoxymethyl}-oxirane 8 (2 g; 7.28 mMol) mixed with 10 g ethanol was placed in an addition funnel and added dropwise to the flask. The mixture was stirred and maintained at 70° C. for an additional 4 hours. Ethanol was stripped off on the rotovap. The mixture was d... The reactants are CC(C)C(=O)Nc1nc2c(ncn2C2C=CC(CO)O2)c(=O)[nH]1, CO, N. The product is Nc1nc2c(ncn2C2C=CC(CO)O2)c(=O)[nH]1. As a reaction SMILES: [C:1](=[O:2])([CH:3]([CH3:4])[CH3:5])[NH:6][c:7]1[nH:8][c:9](=[O:23])[c:10]2[n:11][cH:12][n:13]([CH:14]3[CH:15]=[CH:16][CH:17]([CH2:18][OH:19])[O:20]3)[c:21]2[n:22]1.[CH3:25][OH:26].[NH3:24]>>[NH2:6][c:7]1[nH:8][c:9](=[O:23])[c:10]2[n:11][cH:12][n:13]([CH:14]3[CH:15]=[CH:16][CH:17]([CH2:18][OH:19])[O:20]3)[c:21]2[n:22]1. Reactants: [O-]S(=O)(=O)[O-].[Na+].[Na+] (Na2SO4), C(=O)C=O (glyoxal), CC(CO)(CO)C (2,2-dimethyl-1,3-propanediol), C1(=CC=C(C=C1)S(=O)(=O)O)C (p-toluenesulfonic acid), C(=O)(O)[O-].[Na+] (NaHCO3). Solvent: C1=CC=CC=C1 (benzene). Yields the product C(=O)C1OCC(CO1)(C)C (2-Formyl-5,5-dimethyl-1,3-dioxane). Isolated yield 4.1%. As a reaction SMILES: [CH:1]([CH:3]=[O:4])=[O:2].[CH3:5][C:6]([CH3:11])([CH2:9]O)[CH2:7][OH:8].C1(C)C=CC(S(O)(=O)=O)=CC=1.[O-]S([O-])(=O)=O.[Na+].[Na+].C([O-])(O)=O.[Na+]>C1C=CC=CC=1>[CH:1]([CH:3]1[O:8][CH2:7][C:6]([CH3:11])([CH3:9])[CH2:5][O:4]1)=[O:2] |f:3.4.5,6.7|. Reported procedure: A mixture of glyoxal (10.0 g of 40 wt. % aqueous solution, 0.070 mol), 2,2-dimethyl-1,3-propanediol (7.28 g, 0.070 mol) and p-toluenesulfonic acid (0.260 g, 1.36 mmol) in benzene (140 mL) was refluxed for 4 h in a flask fitted with a Soxhlet extractor containing Na2SO4. Then the reaction mixture was treated with solid NaHCO3 (0.250 g, 2.90 mmol) and filtered. The filtrate was concentrated and vacuum distilled (Kugelrohr) to afford a colorless liquid (413 mg, 4%). The 1H NMR spectrum was consiste... Starting materials: [H-].[Na+] (sodium hydride), ClC1=C(C(=CC=C1)Cl)N1C(NC2=NC(=NC=C2C1)SC)=O (3-(2,6-dichlorophenyl)-7-methylthio-3,4-dihydropyrimido[4,5-d]pyrimidin-2(1H)-one), BrC(C)C (2-bromopropane). Solvent: CN(C=O)C (dimethylformamide). Conditions: temperature 90 celsius, time 3 day. Product: ClC1=C(C(=CC=C1)Cl)N1C(N(C2=NC(=NC=C2C1)SC)C(C)C)=O (3-(2,6-dichlorophenyl)-1-isopropyl-7-methylthio-3,4-dihydropyrimido[4,5-d]pyrimidin-2(1H)-one). Yield: 58.0%. Reaction SMILES: [Cl:1][C:2]1[CH:7]=[CH:6][CH:5]=[C:4]([Cl:8])[C:3]=1[N:9]1[CH2:18][C:17]2[C:12](=[N:13][C:14]([S:19][CH3:20])=[N:15][CH:16]=2)[NH:11][C:10]1=[O:21].[H-].[Na+].Br[CH:25]([CH3:27])[CH3:26]>CN(C)C=O>[Cl:8][C:4]1[CH:5]=[CH:6][CH:7]=[C:2]([Cl:1])[C:3]=1[N:9]1[CH2:18][C:17]2[C:12](=[N:13][C:14]([S:19][CH3:20])=[N:15][CH:16]=2)[N:11]([CH:25]([CH3:27])[CH3:26])[C:10]1=[O:21] |f:1.2|. Reported procedure: A solution, cooled in ice, of 100 mg (0.27 mmol) of 3-(2,6-dichlorophenyl)-7-methylthio-3,4-dihydropyrimido[4,5-d]pyrimidin-2(1H)-one in 6 ml of dimethylformamide was treated with 13 mg (0.33 mmol) of sodium hydride (60% w/w). After 30 minutes the mixture was treated with 0.03 ml (0.3 mmol) of 2-bromopropane and then heated to 90° C. for 2 hours, cooled and left to stand for 3 days. The mixture was evaporated and the residue was treated with 30 ml of dichloromethane and 30 ml of water. The phase... Starting materials: ClCCNC(=O)N(C1[C@H](O)[C@@H](O)[C@@H](O)CO1)C(COC)C (1-(2-chloroethyl)-3-(1-methyl-2-methoxy-ethyl)-3-(L-arabinopyranosyl)urea), [N+](=O)([N+](=O)[O-])[O-] (nitrogen tetroxide). The product is ClCCN(C(=O)N(C1[C@H](O)[C@@H](O)[C@@H](O)CO1)C(COC)C)N=O (1-(2-chloroethyl)-1-nitroso-3-(1-methyl-2-methoxy-ethyl)-3-(L-arabinopyranosyl)urea). Yield: 27.8%. RXN SMILES: [Cl:1][CH2:2][CH2:3][NH:4][C:5]([N:7]([CH:17]([CH3:21])[CH2:18][O:19][CH3:20])[CH:8]1[O:16][CH2:15][C@H:13]([OH:14])[C@H:11]([OH:12])[C@H:9]1[OH:10])=[O:6].[N+:22]([O-])([N+]([O-])=O)=[O:23]>>[Cl:1][CH2:2][CH2:3][N:4]([N:22]=[O:23])[C:5]([N:7]([CH:17]([CH3:21])[CH2:18][O:19][CH3:20])[CH:8]1[O:16][CH2:15][C@H:13]([OH:14])[C@H:11]([OH:12])[C@H:9]1[OH:10])=[O:6]. Reported procedure: 3.3 g of 1-(2-chloroethyl)-3-(1-methyl-2-methoxy-ethyl)-3-(L-arabinopyranosyl)urea and 5 g of nitrogen tetroxide gas are treated in the same manner as described in Example 10-(2). 1.0 g of 1-(2-chloroethyl)-1-nitroso-3-(1-methyl-2-methoxy-ethyl)-3-(L-arabinopyranosyl)urea are thereby obtained as yellow caramel. The reactants are ClCCl, CC(C)(C)N, O, CS(=O)(=O)Cl, c1ccncc1. Product: CC(C)(C)NS(C)(=O)=O. RXN SMILES: [CH2:18]([Cl:19])[Cl:20].[CH3:1][C:2]([CH3:3])([CH3:4])[NH2:5].[OH2:17].[S:12](=[O:13])(=[O:14])([CH3:15])[Cl:16].[cH:6]1[cH:7][cH:8][n:9][cH:10][cH:11]1>>[CH3:1][C:2]([CH3:3])([CH3:4])[NH:5][S:12](=[O:13])(=[O:14])[CH3:15].